From a dataset of the Open Reaction Database (ORD), a public repository of structured organic reaction records. describe an organic reaction: reactants, conditions, products, and yield Reactants: [Si](C)(C)(C)C=[N+]=[N-] (TMS-diazomethane), ClC1=C(C=NC=C1)C(=O)O (4-chloro-3-pyridinecarboxylic acid). The solvent is CCOCC (Et2O), ClCCl (dichloromethane), CO (methanol). Reaction conditions: temperature 0 celsius. The product is ClC1=C(C=NC=C1)C(=O)OC (Methyl 4-chloro-3-pyridinecarboxylate). RXN SMILES: [Cl:1][C:2]1[CH:7]=[CH:6][N:5]=[CH:4][C:3]=1[C:8]([OH:10])=[O:9].[Si](C=[N+]=[N-])(C)(C)[CH3:12]>ClCCl.CO.CCOCC>[Cl:1][C:2]1[CH:7]=[CH:6][N:5]=[CH:4][C:3]=1[C:8]([O:10][CH3:12])=[O:9]. Reported procedure: To a suspension of 4-chloro-3-pyridinecarboxylic acid (3.630 g) in dichloromethane (20 mL) and methanol (8 mL) stirred under argon at 0° C. was added TMS-diazomethane 2M in Et2O (17.28 mL) dropwise. The reaction mixture was stirred at room temperature for 1 h. The solvents were evaporated in vacuo and the crude product was added to a silica gel column and was eluted with cyclohexane/EtOAc=7/3. The evaporation of the collected fractions gave 2.7 g of the title compound as a colourless solid. Starting materials: ClC1=NC=NC(=C1)OC1C(C=CC=C1)(F)N (4-chloro-6-(2-amino-2-fluorophenoxy)pyrimidine), ClC1=CC(=NC=N1)OC1=C(C=C(C=C1)NC(=S)NC(CC1=CC=C(C=C1)F)=O)F (1-(4-(6-Chloropyrimidin-4-yloxy)-3-fluorophenyl)-3-(2-(4-fluorophenyl)acetyl)thiourea), FC1=CC=C(C=C1)NC(CC(=O)O)=O (3-(4-fluorophenylamino)-3-oxopropanoic acid), FC1=CC=C(C=C1)NC(CC(=O)O)=O (3-(4-fluorophenylamino)-3-oxopropanoic acid), CCN(C(C)C)C(C)C (DIPEA), CN(C)C(=[N+](C)C)ON1C2=C(C=CC=C2)N=N1.[B-](F)(F)(F)F (TBTU). Run in CCOC(=O)C (EtOAc), CN(C)C=O (DMF). Reaction conditions: time 8 hour. The product is ClC1=CC(=NC=N1)OC1=C(C=C(C=C1)NC(CC(=O)NC1=CC=C(C=C1)F)=O)F (N1-(4-(6-Chloropyrimidin-4-yloxy)-3-fluorophenyl)-N3-(4-fluorophenyl)malonamide). Yield: 78.0%. RXN SMILES: ClC1C=C(OC2C=CC=CC2(N)F)N=CN=1.[Cl:17][C:18]1[N:23]=[CH:22][N:21]=[C:20]([O:24][C:25]2[CH:30]=[CH:29][C:28]([NH:31]C(NC(=O)CC3C=CC(F)=CC=3)=S)=[CH:27][C:26]=2[F:45])[CH:19]=1.[F:46][C:47]1[CH:52]=[CH:51][C:50]([NH:53][C:54](=[O:59])[CH2:55][C:56]([OH:58])=O)=[CH:49][CH:48]=1.CCN(C(C)C)C(C)C.CN(C(ON1N=NC2C=CC=CC1=2)=[N+](C)C)C.[B-](F)(F)(F)F>CN(C=O)C.CCOC(C)=O>[Cl:17][C:18]1[N:23]=[CH:22][N:21]=[C:20]([O:24][C:25]2[CH:30]=[CH:29][C:28]([NH:31][C:56](=[O:58])[CH2:55][C:54]([NH:53][C:50]3[CH:49]=[CH:48][C:47]([F:46])=[CH:52][CH:51]=3)=[O:59])=[CH:27][C:26]=2[F:45])[CH:19]=1 |f:4.5|. Reported procedure: A solution of 4-chloro-6-(2-amino-2-fluorophenoxy)pyrimidine (29 mg, 0.12 mmol, Compound B of Example 2), 3-(4-fluorophenylamino)-3-oxopropanoic acid (26 mg, 0.13 mmol, Compound B of Example 1) in DMF (1.5 mL) was treated with DIPEA (24 μl, 0.14 mmol) and TBTU (46 mg, 0.14 mmol). The reaction mixture was stirred at RT overnight, diluted with EtOAc (25 mL), and the organic phase was washed with brine (3×20 mL), dried (MgSO4) and concentrated. The product was purified by flash chromatography using... Starting materials: CO, [H][H], CC(c1ccc(-c2ccc(N)c([N+](=O)[O-])c2)cc1)N1CCC(CC(C)(C)O)(c2ccccc2)OC1=O, C1CCOC1. Yields the product CC(c1ccc(-c2ccc(N)c(N)c2)cc1)N1CCC(CC(C)(C)O)(c2ccccc2)OC1=O. Reaction SMILES: [CH3:37][OH:38].[H:44][H:45].[NH2:1][c:2]1[c:3]([N+:34]([O-:35])=[O:36])[cH:4][c:5](-[c:8]2[cH:9][cH:10][c:11]([CH:14]([CH3:15])[N:16]3[C:17](=[O:33])[O:18][C:19]([c:22]4[cH:23][cH:24][cH:25][cH:26][cH:27]4)([CH2:28][C:29]([CH3:30])([CH3:31])[OH:32])[CH2:20][CH2:21]3)[cH:12][cH:13]2)[cH:6][cH:7]1.[O:39]1[CH2:40][CH2:41][CH2:42][CH2:43]1>>[NH2:1][c:2]1[c:3]([NH2:34])[cH:4][c:5](-[c:8]2[cH:9][cH:10][c:11]([CH:14]([CH3:15])[N:16]3[C:17](=[O:33])[O:18][C:19]([c:22]4[cH:23][cH:24][cH:25][cH:26][cH:27]4)([CH2:28][C:29]([CH3:30])([CH3:31])[OH:32])[CH2:20][CH2:21]3)[cH:12][cH:13]2)[cH:6][cH:7]1. The reactants are CC1=C(C=CC(=C1)F)N1CCC=2C(=NC=3C(=CC=CC3C21)OC(F)(F)F)Cl (1-(2-methyl-4-fluorophenyl)-4-chloro-6-trifluoromethoxy-2,3-dihydro-pyrrolo[3,2-c]quinoline). Solvent: NCCCCO (4-amino-1-butanol). Yields the product CC1=C(C=CC(=C1)F)N1CCC=2C(=NC=3C(=CC=CC3C21)OC(F)(F)F)NCCCCO (1-(2-methyl-4-fluorophenyl)-4-[(4-hydroxybutyl)amino]-6-trifluoromethoxy-2,3-dihydropyrrolo[3,2-c]quinoline). Isolated yield 133.5%. RXN SMILES: [CH3:1][C:2]1[CH:7]=[C:6]([F:8])[CH:5]=[CH:4][C:3]=1[N:9]1[C:21]2[C:20]3[CH:19]=[CH:18][CH:17]=[C:16]([O:22][C:23]([F:26])([F:25])[F:24])[C:15]=3[N:14]=[C:13](Cl)[C:12]=2[CH2:11][CH2:10]1>NCCCCO>[CH3:1][C:2]1[CH:7]=[C:6]([F:8])[CH:5]=[CH:4][C:3]=1[N:9]1[C:21]2[C:20]3[CH:19]=[CH:18][CH:17]=[C:16]([O:22][C:23]([F:26])([F:25])[F:24])[C:15]=3[N:14]=[C:13]([NH:9][CH2:21][CH2:20][CH2:15][CH2:16][OH:22])[C:12]=2[CH2:11][CH2:10]1. Reported procedure: 1-(2-methyl-4-fluorophenyl)-4-chloro-6-trifluoromethoxy-2,3-dihydro-pyrrolo[3,2-c]quinoline(500 mg, 1.3 mmol) was dissolved in 4-amino-1-butanol(5 ml) in the pressure tube, then reacted at the same condition of Step 3 in the Example 16 to obtain 390 mg of desired compound as solid in 74% of yield. The reactants are C(C)NCC (diethyl amine), C(C)(CC)C=1C=C(C=C2C=C(C(OC12)=O)C(=O)O)\C=C\C(C1=CC=C(C=C1)C)=O ((E)-8-sec-butyl-2-oxo-6-(3-oxo-3-p-tolylprop-1-enyl)-2H-chromene-3-carboxylic acid), ( V ), S(=O)(Cl)Cl (thionyl chloride). Solvent: ClCCl (dichloromethane). Run at time 45 minute. The product is C(C)(CC)C=1C=C(C=C2C=C(C(OC12)=O)C(=O)NCC)\C=C\C(C1=CC=C(C=C1)C)=O ((E)-8-sec-butyl-N-ethyl-2-oxo-6-(3-oxo-3-p-tolylprop-1-enyl)-2H-chromene-3-carboxamide). Reaction SMILES: [CH:1]([C:5]1[CH:6]=[C:7](/[CH:19]=[CH:20]/[C:21](=[O:29])[C:22]2[CH:27]=[CH:26][C:25]([CH3:28])=[CH:24][CH:23]=2)[CH:8]=[C:9]2[C:14]=1[O:13][C:12](=[O:15])[C:11]([C:16](O)=[O:17])=[CH:10]2)([CH2:3][CH3:4])[CH3:2].S(Cl)(Cl)=O.[CH2:34]([NH:36]CC)[CH3:35]>ClCCl>[CH:1]([C:5]1[CH:6]=[C:7](/[CH:19]=[CH:20]/[C:21](=[O:29])[C:22]2[CH:27]=[CH:26][C:25]([CH3:28])=[CH:24][CH:23]=2)[CH:8]=[C:9]2[C:14]=1[O:13][C:12](=[O:15])[C:11]([C:16]([NH:36][CH2:34][CH3:35])=[O:17])=[CH:10]2)([CH2:3][CH3:4])[CH3:2]. Reported procedure: To a suspension of (E)-8-sec-butyl-2-oxo-6-(3-oxo-3-p-tolylprop-1-enyl)-2H-chromene-3-carboxylic acid of the formula (V) (0.5 g, 1.28 mmol) in dichloromethane (20 mL). added thionyl chloride (1.0 mL), was refluxed for 1.5 h. The resulting solution was evaporated to dryness under reduced pressure, and the residue was dispersed in dichloromethane (10 mL). The solvent was eliminated under reduced pressure. Dispersion in dichloromethane and solvent elimination was repeated twice. The residue was dis...